Dataset: the Open Reaction Database (ORD), a public repository of structured organic reaction records. Task: describe an organic reaction: reactants, conditions, products, and yield Starting materials: O1C(COC2=CC=C(C=C2)C(C)(C)C2=CC=C(C=C2)OCC2CO2)C1 (2,2-bis[p-(2,3-epoxypropoxy)phenyl]propane), CC1(CC2(OCCO2)CC(N1)(C)C)C (7,7,9,9-tetramethyl-1,4-dioxa-8-azaspiro[4.5]decane). The solvent is C(C)(C)(C)O (t-butanol). The product is OC(COC1=CC=C(C=C1)C(C)(C)C1=CC=C(C=C1)OCC(CN1C(CC2(OCCO2)CC1(C)C)(C)C)O)CN1C(CC2(OCCO2)CC1(C)C)(C)C (2,2-bis{4-[2-hydroxy-3-(7,7,9,9-tetramethyl-1,4-dioxa-8-azaspiro[4.5]dec-8-yl)propoxy]phenyl}propane). Reaction SMILES: [O:1]1[CH2:25][CH:2]1[CH2:3][O:4][C:5]1[CH:10]=[CH:9][C:8]([C:11]([C:14]2[CH:19]=[CH:18][C:17]([O:20][CH2:21][CH:22]3[O:24][CH2:23]3)=[CH:16][CH:15]=2)([CH3:13])[CH3:12])=[CH:7][CH:6]=1.[CH3:26][C:27]1([CH3:39])[NH:36][C:35]([CH3:38])([CH3:37])[CH2:34][C:29]2([O:33][CH2:32][CH2:31][O:30]2)[CH2:28]1>C(O)(C)(C)C>[OH:1][CH:2]([CH2:25][N:36]1[C:35]([CH3:38])([CH3:37])[CH2:34][C:29]2([O:30][CH2:31][CH2:32][O:33]2)[CH2:28][C:27]1([CH3:39])[CH3:26])[CH2:3][O:4][C:5]1[CH:6]=[CH:7][C:8]([C:11]([C:14]2[CH:15]=[CH:16][C:17]([O:20][CH2:21][CH:22]([OH:24])[CH2:23][N:36]3[C:27]([CH3:39])([CH3:26])[CH2:28][C:29]4([O:30][CH2:31][CH2:32][O:33]4)[CH2:34][C:35]3([CH3:38])[CH3:37])=[CH:18][CH:19]=2)([CH3:13])[CH3:12])=[CH:9][CH:10]=1. Reported procedure: To 50 ml of t-butanol were added 3.5 g of 2,2-bis[p-(2,3-epoxypropoxy)phenyl]propane and 5.0 g of 7,7,9,9-tetramethyl-1,4-dioxa-8-azaspiro[4.5]decane; the mixture was then reacted following the procedure described in Example 21 to give the desired Compound No. 126 in the form of a white powder having an Rf value of 0.38 on thin-layer chromatography on silica gel developed with a 20:2:1 by volume mixture of benzene, ethyl acetate and triethylamine. Starting materials: FC(C=1C=C(C=CC1)C1=NN=NN1CC(=O)O)(F)F ([5-(3-trifluoromethylphenyl)tetrazol-1-yl] acetic acid), S(O)(O)(=O)=O (sulfuric acid), C(CO)O (ethylene glycol), ice water. Reaction conditions: temperature 90 celsius, time 2.5 hour. The product is OCCOC(CN1N=NN=C1C1=CC(=CC=C1)C(F)(F)F)=O ([5-(3-trifluoromethylphenyl)tetrazol-1-yl] acetic acid 2-hydroxyethyl ester). Isolated yield 88.9%. RXN SMILES: [F:1][C:2]([F:19])([F:18])[C:3]1[CH:4]=[C:5]([C:9]2[N:13]([CH2:14][C:15]([OH:17])=[O:16])[N:12]=[N:11][N:10]=2)[CH:6]=[CH:7][CH:8]=1.S(=O)(=O)(O)O.[CH2:25](O)[CH2:26][OH:27]>>[OH:27][CH2:26][CH2:25][O:16][C:15](=[O:17])[CH2:14][N:13]1[C:9]([C:5]2[CH:6]=[CH:7][CH:8]=[C:3]([C:2]([F:1])([F:18])[F:19])[CH:4]=2)=[N:10][N:11]=[N:12]1. Reported procedure: To a solution of 300 mg (1.10 mM) of [5-(3-trifluoromethylphenyl)tetrazol-1-yl] acetic acid in 2 ml of ethylene glycol was added 0.2 ml of sulfuric acid. After the addition, the mixture was stirred at 90° C. for 2.5 hrs. The mixture was then poured into ice-water and extracted with ethyl acetate. The organic phase was washed with water, dried over anhydrous magnesium sulfate and then concentrated under reduced pressure. The resultant residue was subjected to silica gel column chromatography (elu... The reactants are CCO, COC(=O)c1ccc(OCCNC(=O)c2ccc(Cl)cc2)cc1, [Na+], [OH-], O. Yields the product O=C(O)c1ccc(OCCNC(=O)c2ccc(Cl)cc2)cc1. Reaction SMILES: [CH3:26][CH2:27][OH:28].[Cl:1][c:2]1[cH:3][cH:4][c:5]([C:6](=[O:7])[NH:8][CH2:9][CH2:10][O:11][c:12]2[cH:13][cH:14][c:15]([C:16](=[O:17])[O:18][CH3:19])[cH:20][cH:21]2)[cH:22][cH:23]1.[Na+:25].[OH-:24].[OH2:29]>>[Cl:1][c:2]1[cH:3][cH:4][c:5]([C:6](=[O:7])[NH:8][CH2:9][CH2:10][O:11][c:12]2[cH:13][cH:14][c:15]([C:16](=[O:17])[OH:18])[cH:20][cH:21]2)[cH:22][cH:23]1. The reactants are FC1=C(C=CC=C1F)[C@@H]1CC[C@H](C(NC1)=S)NC(OC(C)(C)C)=O (tert-butyl [(3R,6S)-6-(2,3-difluorophenyl)-2-thioxoazepan-3-yl]carbamate), NCC(CC)O (1-aminobutan-2-ol). Reagents/catalysts: [Hg](Cl)Cl (Mercury(II) chloride). Solvent: C(C)O (ethanol). Reaction conditions: time 30 minute. Yields the product FC1=C(C=CC=C1F)[C@@H]1CC[C@H](C(NC1)=NCC(CC)O)NC(OC(C)(C)C)=O (tert-Butyl {(3R,6S)-6-(2,3-difluorophenyl)-2-[(2-hydroxybutyl)imino]azepan-3-yl}carbamate). The yield is 108.5%. RXN SMILES: [F:1][C:2]1[C:7]([F:8])=[CH:6][CH:5]=[CH:4][C:3]=1[C@H:9]1[CH2:15][NH:14][C:13](=S)[C@H:12]([NH:17][C:18](=[O:24])[O:19][C:20]([CH3:23])([CH3:22])[CH3:21])[CH2:11][CH2:10]1.[NH2:25][CH2:26][CH:27]([OH:30])[CH2:28][CH3:29]>C(O)C.[Hg](Cl)Cl>[F:1][C:2]1[C:7]([F:8])=[CH:6][CH:5]=[CH:4][C:3]=1[C@H:9]1[CH2:15][NH:14][C:13](=[N:25][CH2:26][CH:27]([OH:30])[CH2:28][CH3:29])[C@H:12]([NH:17][C:18](=[O:24])[O:19][C:20]([CH3:23])([CH3:22])[CH3:21])[CH2:11][CH2:10]1. Procedure details: Mercury(II) chloride (174 mg, 0.640 mmol) was added to a solution of tert-butyl [(3R,6S)-6-(2,3-difluorophenyl)-2-thioxoazepan-3-yl]carbamate (190 mg, 0.533 mmol) and 1-aminobutan-2-ol (152 μL, 1.60 mmol) in ethanol (5 mL) at 55° C. After 30 min, the reaction was allowed to cool to ambient temperature. The mixture was filtered and concentrated. Saturated aqueous sodium carbonate was added and the mixture was extracted with dichloromethane (3×). The combined organic extracts were dried over sodiu... The reactants are Cl (Hydrochloric acid), BrC1=C(CNC(C)=O)C=C(C(=C1)OCC(CO)O)OC (2-bromo-4-(2,3-dihydroxypropoxy)-5-methoxy-N-acetyl benzylamine). The solvent is C(C)O (ethanol). Yields the product Cl.ClC1=C(CN)C=C(C(=C1)OCC(CO)O)OC (2-chloro-4-(2,3-dihydroxypropoxy)-5-methoxy-benzylamine hydrochloride). As a reaction SMILES: [ClH:1].Br[C:3]1[CH:13]=[C:12]([O:14][CH2:15][CH:16]([OH:19])[CH2:17][OH:18])[C:11]([O:20][CH3:21])=[CH:10][C:4]=1[CH2:5][NH:6]C(=O)C>C(O)C>[ClH:1].[Cl:1][C:3]1[CH:13]=[C:12]([O:14][CH2:15][CH:16]([OH:19])[CH2:17][OH:18])[C:11]([O:20][CH3:21])=[CH:10][C:4]=1[CH2:5][NH2:6] |f:3.4|. Procedure details: 37% Hydrochloric acid (0.2 ml) was added to a solution of 2-bromo-4-(2-hydroxyethoxy)-5-methoxy-N-acetyl benzylamine 4 (0.1 g, 0.31 mmol) in abs. ethanol (5 ml) and the mixture was refluxed for 12 hours. After cooling, the solvent was evaporated off under reduced pressure and the residue was recrystallized from a mixture of methanol/ethyl ether to afford the title compound as pale yellow solid in quantitative yield. The reactants are Cl (HCl), O1CCOCC1 (1,4-dioxane), C(CCC)NC1=NC(=C2N=C(N(C2=N1)CCCCC1CC(OCC1)(C)C)OC)N (N2-butyl-9-[4-(2,2-dimethyltetrahydro-2H-pyran-4-yl)butyl]-8-(methyloxy)-9H-purine-2,6-diamine). The solvent is CO (methanol). Conditions: time 8 hour. Product: NC1=C2NC(N(C2=NC(=N1)NCCCC)CCCCC1CC(OCC1)(C)C)=O (6-Amino-2-(butylamino)-9-[4-(2,2-dimethyltetrahydro-2H-Pyran-4-yl)butyl]-7,9-dihydro-8H-purin-8-one). Isolated yield 81.4%. Reaction SMILES: Cl.O1CCOCC1.[CH2:8]([NH:12][C:13]1[N:21]=[C:20]2[C:16]([N:17]=[C:18]([O:34]C)[N:19]2[CH2:22][CH2:23][CH2:24][CH2:25][CH:26]2[CH2:31][CH2:30][O:29][C:28]([CH3:33])([CH3:32])[CH2:27]2)=[C:15]([NH2:36])[N:14]=1)[CH2:9][CH2:10][CH3:11]>CO>[NH2:36][C:15]1[N:14]=[C:13]([NH:12][CH2:8][CH2:9][CH2:10][CH3:11])[N:21]=[C:20]2[C:16]=1[NH:17][C:18](=[O:34])[N:19]2[CH2:22][CH2:23][CH2:24][CH2:25][CH:26]1[CH2:31][CH2:30][O:29][C:28]([CH3:33])([CH3:32])[CH2:27]1. Reported procedure: 4M HCl in 1,4-dioxane (3 ml, 12.00 mmol) was added in one portion to a stirred solution of N2-butyl-9-[4-(2,2-dimethyltetrahydro-2H-pyran-4-yl)butyl]-8-(methyloxy)-9H-purine-2,6-diamine (130 mg, 0.321 mmol) in methanol (3 ml) at room temperature and the mixture stirred under nitrogen overnight. The mixture was then concentrated and the residue dissolved in MeOH:DCM (1:15 ml) and loaded onto a 2 g aminopropyl SPE cartridge. The cartridge was washed with MeOH:DCM (1:1, 3 column volumes) and the de... The reactants are CSCCC(NC(=O)C(Cc1ccc(O)cc1)NC(=O)OC(C)(C)C)C(=O)NCC(=O)O, CC(C)COC(=O)Cl, CN1CCOCC1, NC(Cc1ccccc1)C(=O)C1C2CC3CC(C2)CC1(N)C3, C1CCOC1. The product is CSCCC(NC(=O)C(Cc1ccc(O)cc1)NC(=O)OC(C)(C)C)C(=O)NCC(=O)NC(Cc1ccccc1)C(=O)C1C2CC3CC(C2)CC1(N)C3. RXN SMILES: [C:1](=[O:2])([O:3][C:4]([CH3:5])([CH3:6])[CH3:7])[NH:8][CH:9]([CH2:10][c:11]1[cH:12][cH:13][c:14]([OH:17])[cH:15][cH:16]1)[C:18](=[O:19])[NH:20][CH:21]([CH2:22][CH2:23][S:24][CH3:25])[C:26](=[O:27])[NH:28][CH2:29][C:30](=[O:31])[OH:32].[CH2:40]([O:41][C:42]([Cl:43])=[O:44])[CH:45]([CH3:46])[CH3:47].[CH3:33][N:34]1[CH2:35][CH2:36][O:37][CH2:38][CH2:39]1.[NH2:48][CH:49]([CH2:50][c:51]1[cH:52][cH:53][cH:54][cH:55][cH:56]1)[C:57](=[O:58])[CH:59]1[C:60]2([NH2:69])[CH2:61][CH:62]3[CH2:63][CH:64]([CH2:65][CH:66]1[CH2:67]3)[CH2:68]2.[O:70]1[CH2:71][CH2:72][CH2:73][CH2:74]1>>[C:1](=[O:2])([O:3][C:4]([CH3:5])([CH3:6])[CH3:7])[NH:8][CH:9]([CH2:10][c:11]1[cH:12][cH:13][c:14]([OH:17])[cH:15][cH:16]1)[C:18](=[O:19])[NH:20][CH:21]([CH2:22][CH2:23][S:24][CH3:25])[C:26](=[O:27])[NH:28][CH2:29][C:30](=[O:31])[NH:48][CH:49]([CH2:50][c:51]1[cH:52][cH:53][cH:54][cH:55][cH:56]1)[C:57](=[O:58])[CH:59]1[C:60]2([NH2:69])[CH2:61][CH:62]3[CH2:63][CH:64]([CH2:65][CH:66]1[CH2:67]3)[CH2:68]2.